From a dataset of the Open Reaction Database (ORD), a public repository of structured organic reaction records. describe an organic reaction: reactants, conditions, products, and yield Reactants: C(C)(C)(C)OC(=O)N(C(=O)OC(C)(C)C)CC1=CC=C(C#N)C=C1 (4-{N,N-bis-(tert-butoxycarbonyl)aminomethyl}benzonitrile), C8H8N2, O1CCOCC1.Cl (HCl Dioxane). Reaction conditions: time 3 hour. Yields the product Cl.C(#N)C1=CC=C(CN)C=C1 (4-cyanobenzylamine hydrochloride). RXN SMILES: C(OC([N:8]([CH2:16][C:17]1[CH:24]=[CH:23][C:20]([C:21]#[N:22])=[CH:19][CH:18]=1)C(OC(C)(C)C)=O)=O)(C)(C)C.O1CCOCC1.[ClH:31]>>[ClH:31].[C:16]([C:17]1[CH:24]=[CH:23][C:20]([CH2:21][NH2:22])=[CH:19][CH:18]=1)#[N:8] |f:1.2,3.4|. Procedure: 4-cyanobenzylamine hydrochloride (EX-59A) was prepared from 10 g (0.030 moles) of 4-{N,N-bis-(tert-butoxycarbonyl)aminomethyl}benzonitrile, prepared following Synthetic Communication, 28(23), 4419-4429 (1998), by stirring it in 4N HCl Dioxane (75 ml). After 3 h, the solution was concentraed in vacuo and triturated with ether. The solid was collected by filtration and vacuum dried to yield 5 g (98%) of EX-59A as a white solid: 1H NMR (DMSO) d 8.68 (br s, 2H) 7.84 (m, 2H), 7.67 (m, 2H), 4.06 (s, 2... Starting materials: C(C1=CC=CC=C1)OC1=CC(=C(C(=C1)Cl)O)Cl (4-benzyloxy-2,6-dichlorophenol), BrCCCOC1=CC=C(C=C1)Cl (1-bromo-3-(4-chlorophenoxy)propane), CN(C=O)C (N,N-dimethylformamide), C([O-])([O-])=O.[K+].[K+] (potassium carbonate), crude product. The solvent is O (water). Yields the product C(C1=CC=CC=C1)OC1=CC(=C(C(=C1)Cl)OCCCOC1=CC=C(C=C1)Cl)Cl (4-benzyloxy-1-(3-(4-chlorophenoxy)propyloxy)-2,6-dichlorobenzene). Yield: 79.9%. Reaction SMILES: [CH2:1]([O:8][C:9]1[CH:14]=[C:13]([Cl:15])[C:12]([OH:16])=[C:11]([Cl:17])[CH:10]=1)[C:2]1[CH:7]=[CH:6][CH:5]=[CH:4][CH:3]=1.Br[CH2:19][CH2:20][CH2:21][O:22][C:23]1[CH:28]=[CH:27][C:26]([Cl:29])=[CH:25][CH:24]=1.CN(C)C=O.C(=O)([O-])[O-].[K+].[K+]>O>[CH2:1]([O:8][C:9]1[CH:10]=[C:11]([Cl:17])[C:12]([O:16][CH2:19][CH2:20][CH2:21][O:22][C:23]2[CH:24]=[CH:25][C:26]([Cl:29])=[CH:27][CH:28]=2)=[C:13]([Cl:15])[CH:14]=1)[C:2]1[CH:3]=[CH:4][CH:5]=[CH:6][CH:7]=1 |f:3.4.5|. Procedure details: To a mixture of 5.0 g of 4-benzyloxy-2,6-dichlorophenol, 4.7 g of 1-bromo-3-(4-chlorophenoxy)propane and 30 ml of N,N-dimethylformamide was added 2.7 g of potassium carbonate with stirring at room temperature. After stirring at room temperature for 12 hours, the reaction solution was poured into iced water and extracted twice with 200 ml of diethyl ether. The ether layers were combined, washed with water, dried over anhydrous magnesium sulfate and then concentrated to obtain a crude product. Thi... The reactants are [Al+3], COC(C)(C)CCC1CC(=O)CC(C)C1, [H-], [H-], [H-], [H-], [Li+], C1CCOC1. Yields the product COC(C)(C)CCC1CC(C)CC(O)C1. As a reaction SMILES: [Al+3:17].[CH3:1][O:2][C:3]([CH2:4][CH2:5][CH:6]1[CH2:7][C:8](=[O:13])[CH2:9][CH:10]([CH3:12])[CH2:11]1)([CH3:14])[CH3:15].[H-:16].[H-:19].[H-:20].[H-:21].[Li+:18].[O:22]1[CH2:23][CH2:24][CH2:25][CH2:26]1>>[CH3:1][O:2][C:3]([CH2:4][CH2:5][CH:6]1[CH2:7][CH:8]([OH:13])[CH2:9][CH:10]([CH3:12])[CH2:11]1)([CH3:14])[CH3:15]. Solvent: O (Water), O (water). Yield: 100.1%. Reported procedure: A mixture of the above ester (1.00 g, 3.52 mmol), CsCO3 (1.723 g, 5.29 mmol), 95% EtOH (20 mL), and water (10 mL) was stirred at reflux for 6 h. Water (15 mL) was added and the EtOH was evaporated. The solution was filtered through Celite and acidified with 2 M HCl. The precipitate that formed was collected by filtration, washed with water, and dried to give 6-(2-chloroethoxy)-5-methoxyindole-2-carboxylic acid (0.95 g, 100%) as a white powder, which crystallized from MeOH as white needles, mp 18... Reaction SMILES: [Cl:1][CH2:2][CH2:3][O:4][C:5]1[CH:13]=[C:12]2[C:8]([CH:9]=[C:10]([C:14]([O:16]C)=[O:15])[NH:11]2)=[CH:7][C:6]=1[O:18][CH3:19].CCO>O>[Cl:1][CH2:2][CH2:3][O:4][C:5]1[CH:13]=[C:12]2[C:8]([CH:9]=[C:10]([C:14]([OH:16])=[O:15])[NH:11]2)=[CH:7][C:6]=1[O:18][CH3:19]. The reactants are ClCCOC1=C(C=C2C=C(NC2=C1)C(=O)OC)OC (methyl 6-(2-chloroethoxy)-5-methoxyindole-2-carboxylate), CsCO3, CCO (EtOH). Product: ClCCOC1=C(C=C2C=C(NC2=C1)C(=O)O)OC (6-(2-chloroethoxy)-5-methoxyindole-2-carboxylic acid). Reactants: ClC1=CC=C(C=C1)[Mg]Br (4-chlorophenylmagnesium bromide), C1(=CC=CC=C1)[Mg]Br (phenylmagnesium bromide), [Mg] (magnesium), [Br-].ClC1=CC=CC=C1 (4-chlorobenzene bromide), C1CCOC1 (THF). The product is ClC1=CC=C([C@H](C2=CC=CC=C2)O)C=C1 ((S)-4-chlorobenzhydrol). Reaction SMILES: [Cl:1][C:2]1[CH:7]=[CH:6][C:5]([Mg]Br)=[CH:4][CH:3]=1.[Mg].[Br-].Cl[C:13]1[CH:18]=[CH:17][CH:16]=[CH:15][CH:14]=1.C1([Mg]Br)C=CC=CC=1.C1C[O:30][CH2:29]C1>>[Cl:1][C:2]1[CH:7]=[CH:6][C:5]([C@@H:29]([OH:30])[C:13]2[CH:18]=[CH:17][CH:16]=[CH:15][CH:14]=2)=[CH:4][CH:3]=1 |f:2.3|. Reported procedure: An operation was carried out in the same manner as in Example 14, except that 0.29 mL (0.375 mmol) of 4-chlorophenylmagnesium bromide (1.4 mol/L) prepared from magnesium and 4-chlorobenzene bromide was used instead of the anhydrous THF solution of phenylmagnesium bromide. Thus, (S)-4-chlorobenzhydrol was obtained. The conversion rate of the raw material was 96%, while the enantiomeric excess was 92% ee. Starting materials: resultant mixture, FC(OC1=CC=C(C=C1)N1N=C(C(C2=C(C=CC=C12)F)=O)C(=O)OCC)(F)F (Ethyl 1-(4-trifluoromethoxyphenyl)-1,4-dihydro-4-oxo-5-fluorocinnoline-3-carboxylate), [OH-].[K+] (potassium hydoxide), C(C)O (ethanol). Run in O (water), O (water). Yields the product FC(OC1=CC=C(C=C1)N1N=C(C(C2=C(C=CC=C12)F)=O)C(=O)O)(F)F (1-(4-trifluoromethoxyphenyl)-1,4-dihydro-4-oxo-5-fluorocinnoline-3-carboxylic acid). Yield: 99.7%. As a reaction SMILES: [F:1][C:2]([F:28])([F:27])[O:3][C:4]1[CH:9]=[CH:8][C:7]([N:10]2[C:19]3[C:14](=[C:15]([F:20])[CH:16]=[CH:17][CH:18]=3)[C:13](=[O:21])[C:12]([C:22]([O:24]CC)=[O:23])=[N:11]2)=[CH:6][CH:5]=1.[OH-].[K+].C(O)C>O>[F:28][C:2]([F:1])([F:27])[O:3][C:4]1[CH:9]=[CH:8][C:7]([N:10]2[C:19]3[C:14](=[C:15]([F:20])[CH:16]=[CH:17][CH:18]=3)[C:13](=[O:21])[C:12]([C:22]([OH:24])=[O:23])=[N:11]2)=[CH:6][CH:5]=1 |f:1.2|. Procedure: Ethyl 1-(4-trifluoromethoxyphenyl)-1,4-dihydro-4-oxo-5-fluorocinnoline-3-carboxylate (2.31 g) and potassium hydoxide (0.67 g) were added to a mixed solvent of ethanol (24 ml) and water (6 ml), and the resultant mixture was stirred at 60° to 70° C. for 7 hours. After being allowed to cool to room temperature, the mixture was diluted with water (100 ml), and washed with diethyl ether (30 ml). The water layer was neutralized with concentrated hydrochloric acid to pH 2 to precipitate crystals. The p... Starting materials: O=C([O-])O, CCOC(=O)C(C)(C)Oc1cccc(CN)c1, CC(C)(C)OC(=O)OC(=O)OC(C)(C)C, [Na+], C1COCCO1, O. The product is CCOC(=O)C(C)(C)Oc1cccc(CNC)c1. As a reaction SMILES: [C:33](=[O:34])([O-:35])[OH:36].[CH2:1]([CH3:2])[O:3][C:4]([C:5]([CH3:6])([CH3:7])[O:8][c:9]1[cH:10][c:11]([CH2:15][NH2:16])[cH:12][cH:13][cH:14]1)=[O:17].[CH3:18][C:19]([O:20][C:21]([O:22][C:23]([O:24][C:25]([CH3:26])([CH3:27])[CH3:28])=[O:29])=[O:30])([CH3:31])[CH3:32].[Na+:37].[O:39]1[CH2:40][CH2:41][O:42][CH2:43][CH2:44]1.[OH2:38]>>[CH2:1]([CH3:2])[O:3][C:4]([C:5]([CH3:6])([CH3:7])[O:8][c:9]1[cH:10][c:11]([CH2:15][NH:16][CH3:18])[cH:12][cH:13][cH:14]1)=[O:17].